From a dataset of the Open Reaction Database (ORD), a public repository of structured organic reaction records. describe an organic reaction: reactants, conditions, products, and yield Reactants: NC1=C2C=CN(C2=CC=C1)C(CC(=O)OC)(CC)C1=CC=C(C=C1)Cl (Methyl 3-(4-amino-1H-indol-1-yl)-3-(4-chlorophenyl)pentanoate), CN1CCOCC1 (NMM), CS(=O)(=O)Cl (methanesulfonyl chloride). Run in C(Cl)Cl (DCM). Reaction conditions: time 3 hour. The product is ClC1=CC=C(C=C1)C(CC(=O)OC)(CC)N1C=CC2=C(C=CC=C12)NS(=O)(=O)C (Methyl 3-(4-chlorophenyl)-3-(4-(methylsulfonamido)-1H-indol-1-yl)pentanoate). Reaction SMILES: [NH2:1][C:2]1[CH:10]=[CH:9][CH:8]=[C:7]2[C:3]=1[CH:4]=[CH:5][N:6]2[C:11]([C:19]1[CH:24]=[CH:23][C:22]([Cl:25])=[CH:21][CH:20]=1)([CH2:17][CH3:18])[CH2:12][C:13]([O:15][CH3:16])=[O:14].CN1CCOCC1.[CH3:33][S:34](Cl)(=[O:36])=[O:35]>C(Cl)Cl>[Cl:25][C:22]1[CH:23]=[CH:24][C:19]([C:11]([N:6]2[C:7]3[C:3](=[C:2]([NH:1][S:34]([CH3:33])(=[O:36])=[O:35])[CH:10]=[CH:9][CH:8]=3)[CH:4]=[CH:5]2)([CH2:17][CH3:18])[CH2:12][C:13]([O:15][CH3:16])=[O:14])=[CH:20][CH:21]=1. Reported procedure: To a mixture of the product of Step G (75 mg, 0.21 mmol) and NMM (42 mg, 0.42 mmol) in DCM (3 mL) was added methanesulfonyl chloride (36 mg, 0.38 mmol). Then the mixture was stirred at room temperature for 3 h, quenched with saturated ammonium chloride solution, and extracted with ethyl acetate. The organic layers were washed with brine (10 mL), dried over sodium sulfate, filtered and evaporated. The residue was purified by silica gel chromatography (PE/EA=3/1) to afford the title compound as co... The reactants are COC(=O)CCCCBr, O=C([O-])[O-], CC#N, [K+], [K+], c1ccc2c(c1)CCc1ccccc1C2N1CCNCC1. Yields the product COC(=O)CCCCN1CCN(C2c3ccccc3CCc3ccccc32)CC1. As a reaction SMILES: [Br:22][CH2:23][CH2:24][CH2:25][CH2:26][C:27](=[O:28])[O:29][CH3:30].[C:31](=[O:32])([O-:33])[O-:34].[CH3:37][C:38]#[N:39].[K+:35].[K+:36].[cH:1]1[cH:2][cH:3][cH:4][c:5]2[c:11]1[CH2:10][CH2:9][c:8]1[c:7]([cH:15][cH:14][cH:13][cH:12]1)[CH:6]2[N:16]1[CH2:17][CH2:18][NH:19][CH2:20][CH2:21]1>>[cH:1]1[cH:2][cH:3][cH:4][c:5]2[c:11]1[CH2:10][CH2:9][c:8]1[c:7]([cH:15][cH:14][cH:13][cH:12]1)[CH:6]2[N:16]1[CH2:17][CH2:18][N:19]([CH2:23][CH2:24][CH2:25][CH2:26][C:27](=[O:28])[O:29][CH3:30])[CH2:20][CH2:21]1. Reactants: O=C(Cl)OCc1ccccc1, NC(COCc1ccccc1)CS(=O)(=O)O. Product: O=C(NC(COCc1ccccc1)CS(=O)(=O)O)OCc1ccccc1. Reaction SMILES: [Cl:17][C:18](=[O:19])[O:20][CH2:21][c:22]1[cH:23][cH:24][cH:25][cH:26][cH:27]1.[NH2:1][CH:2]([CH2:3][S:4](=[O:5])(=[O:6])[OH:7])[CH2:8][O:9][CH2:10][c:11]1[cH:12][cH:13][cH:14][cH:15][cH:16]1>>[NH:1]([CH:2]([CH2:3][S:4](=[O:5])(=[O:6])[OH:7])[CH2:8][O:9][CH2:10][c:11]1[cH:12][cH:13][cH:14][cH:15][cH:16]1)[C:18](=[O:19])[O:20][CH2:21][c:22]1[cH:23][cH:24][cH:25][cH:26][cH:27]1.